Task: describe an organic reaction: reactants, conditions, products, and yield. Dataset: the Open Reaction Database (ORD), a public repository of structured organic reaction records Starting materials: ClC1=CC(=NC2=CC=CC=C12)N1CC2=CC=CC=C2CC1 (4-chloro-2-(3,4-dihydro-1H-isoquinolin-2-yl)-quinoline), NCC(CN)O (1,3-diamino-2-propanol). The product is Cl.NCC(CNC1=CC(=NC2=CC=CC=C12)N1CC2=CC=CC=C2CC1)O ((RS)-1-Amino-3-[2-(3,4-dihydro-1H-isoquinolin-2-yl)-quinolin-4-ylamino]-propan-2-ol hydrochloride). RXN SMILES: [Cl:1][C:2]1[C:11]2[C:6](=[CH:7][CH:8]=[CH:9][CH:10]=2)[N:5]=[C:4]([N:12]2[CH2:21][CH2:20][C:19]3[C:14](=[CH:15][CH:16]=[CH:17][CH:18]=3)[CH2:13]2)[CH:3]=1.[NH2:22][CH2:23][CH:24]([OH:27])[CH2:25][NH2:26]>>[ClH:1].[NH2:22][CH2:23][CH:24]([OH:27])[CH2:25][NH:26][C:2]1[C:11]2[C:6](=[CH:7][CH:8]=[CH:9][CH:10]=2)[N:5]=[C:4]([N:12]2[CH2:21][CH2:20][C:19]3[C:14](=[CH:15][CH:16]=[CH:17][CH:18]=3)[CH2:13]2)[CH:3]=1 |f:2.3|. Procedure details: The title compound, m.p. 265-275° C., MS: m/e=348 (M+), was prepared from 4-chloro-2-(3,4-dihydro-1H-isoquinolin-2-yl)-quinoline and 1,3-diamino-2-propanol. Starting materials: C([O-])([O-])=O.[Na+].[Na+] (sodium carbonate), 3,4-(methylenedioxyphenyl)boronic acid, C(C)OC(CCCOC1=C(C(=CC=C1)CCCCCCOC1=CC(=CC(=C1)S(=O)(=O)C)I)CCC(=O)OCC)=O (4-{2-(2-ethoxycarbonyl-ethyl)-3-[6-(3-iodo-5-methanesulfonyl-phenoxy)-hexyl]-phenoxy}-butyric acid ethyl ester). Reagents/catalysts: C=1C=CC(=CC1)[P](C=2C=CC=CC2)(C=3C=CC=CC3)[Pd]([P](C=4C=CC=CC4)(C=5C=CC=CC5)C=6C=CC=CC6)([P](C=7C=CC=CC7)(C=8C=CC=CC8)C=9C=CC=CC9)[P](C=1C=CC=CC1)(C=1C=CC=CC1)C=1C=CC=CC1 (tetrakis(triphenylphosphine)palladium(0)). Solvent: O (water), C(C)(=O)OCC (ethyl acetate), C(C)O (ethanol), C(OC)COC (dimethoxyethane), O (water). Conditions: temperature 80 celsius, time 5 minute. The product is C(C)OC(CCCOC1=C(C(=CC=C1)CCCCCCOC1=CC(=CC(=C1)S(=O)(=O)C)C1=CC2=C(OCO2)C=C1)CCC(=O)OCC)=O (4-[3-[6-(3-benzo[1,3]dioxol-5-yl-5-methanesulfonyl-phenoxy)-hexyl]-2-(2-ethoxycarbonyl-ethyl)-phenoxy]-butyric acid ethyl ester). The yield is 172.5%. Reaction SMILES: [CH2:1]([O:3][C:4](=[O:40])[CH2:5][CH2:6][CH2:7][O:8][C:9]1[CH:14]=[CH:13][CH:12]=[C:11]([CH2:15][CH2:16][CH2:17][CH2:18][CH2:19][CH2:20][O:21][C:22]2[CH:27]=[C:26]([S:28]([CH3:31])(=[O:30])=[O:29])[CH:25]=[C:24](I)[CH:23]=2)[C:10]=1[CH2:33][CH2:34][C:35]([O:37][CH2:38][CH3:39])=[O:36])[CH3:2].[C:41](=[O:44])([O-])[O-:42].[Na+].[Na+]>C(COC)OC.C(O)C.O.C(OCC)(=O)C.C1C=CC([P]([Pd]([P](C2C=CC=CC=2)(C2C=CC=CC=2)C2C=CC=CC=2)([P](C2C=CC=CC=2)(C2C=CC=CC=2)C2C=CC=CC=2)[P](C2C=CC=CC=2)(C2C=CC=CC=2)C2C=CC=CC=2)(C2C=CC=CC=2)C2C=CC=CC=2)=CC=1>[CH2:1]([O:3][C:4](=[O:40])[CH2:5][CH2:6][CH2:7][O:8][C:9]1[CH:14]=[CH:13][CH:12]=[C:11]([CH2:15][CH2:16][CH2:17][CH2:18][CH2:19][CH2:20][O:21][C:22]2[CH:27]=[C:26]([S:28]([CH3:31])(=[O:30])=[O:29])[CH:25]=[C:24]([C:9]3[CH:14]=[CH:13][C:12]4[O:42][CH2:41][O:44][C:11]=4[CH:10]=3)[CH:23]=2)[C:10]=1[CH2:33][CH2:34][C:35]([O:37][CH2:38][CH3:39])=[O:36])[CH3:2] |f:1.2.3,^1:66,68,87,106|. Procedure details: A solution of 4-{2-(2-ethoxycarbonyl-ethyl)-3-[6-(3-iodo-5-methanesulfonyl-phenoxy)-hexyl]-phenoxy}-butyric acid ethyl ester (1.14 g, 1.65 mmol) in dimethoxyethane (15 mL) was stirred for 5 minutes at room temperature under nitrogen atmosphere. Then, tetrakis(triphenylphosphine)palladium(0) (386 mg, 0.33 mmol) was added at room temperature and the resulting light yellow solution was heated to 80° C. and stirred for 5 minutes. At this period, a solution of 3,4-(methylenedioxyphenyl)boronic acid (... The reactants are ClC(Cl)(Cl)Cl, CC(Oc1cccc2nc[nH]c(=O)c12)C(=O)N(C)C, ClCCCl, c1ccc(P(c2ccccc2)c2ccccc2)cc1, Nc1ccc2c(cnn2Cc2ccccn2)c1. Product: CC(Oc1cccc2ncnc(Nc3ccc4c(cnn4Cc4ccccn4)c3)c12)C(=O)N(C)C. RXN SMILES: [C:39]([Cl:40])([Cl:41])([Cl:42])[Cl:43].[CH3:1][N:2]([C:3]([CH:4]([CH3:5])[O:6][c:7]1[c:8]2[c:9](=[O:17])[nH:10][cH:11][n:12][c:13]2[cH:14][cH:15][cH:16]1)=[O:18])[CH3:19].[Cl:61][CH2:62][CH2:63][Cl:64].[c:20]1([P:21]([c:22]2[cH:23][cH:24][cH:25][cH:26][cH:27]2)[c:28]2[cH:29][cH:30][cH:31][cH:32][cH:33]2)[cH:34][cH:35][cH:36][cH:37][cH:38]1.[n:44]1[c:45]([CH2:50][n:51]2[n:52][cH:53][c:54]3[cH:55][c:56]([NH2:60])[cH:57][cH:58][c:59]23)[cH:46][cH:47][cH:48][cH:49]1>>[CH3:1][N:2]([C:3]([CH:4]([CH3:5])[O:6][c:7]1[c:8]2[c:9]([NH:60][c:56]3[cH:55][c:54]4[cH:53][n:52][n:51]([CH2:50][c:45]5[n:44][cH:49][cH:48][cH:47][cH:46]5)[c:59]4[cH:58][cH:57]3)[n:10][cH:11][n:12][c:13]2[cH:14][cH:15][cH:16]1)=[O:18])[CH3:19]. Reactants: C(C)(C)(C)C1=NC=C(C(=N1)OCC)C=1N(C(C(N1)C1=CC=C(C=C1)Cl)C1=CC=C(C=C1)Cl)C(=O)Cl (2-(2-tert-butyl-4-ethoxy-pyrimidin-5-yl)-4,5-bis-(4-chloro-phenyl)-4,5-dihydro-imidazole-1-carbonyl chloride), CN1CCNCC1 (1-methyl-piperazine). The product is C(C)(C)(C)C1=NC=C(C(=N1)OCC)C=1N([C@@H]([C@@H](N1)C1=CC=C(C=C1)Cl)C1=CC=C(C=C1)Cl)C(=O)N1CCN(CC1)C (cis-[2-(2-tert-butyl-4-ethoxy-pyrimidin-5-yl)-4,5-bis-(4-chloro-phenyl)-4,5-dihydro-imidazol-1-yl]-(4-methyl-piperazin-1-yl)-methanone). RXN SMILES: [C:1]([C:5]1[N:10]=[C:9]([O:11][CH2:12][CH3:13])[C:8]([C:14]2[N:15]([C:33](Cl)=[O:34])[CH:16]([C:26]3[CH:31]=[CH:30][C:29]([Cl:32])=[CH:28][CH:27]=3)[CH:17]([C:19]3[CH:24]=[CH:23][C:22]([Cl:25])=[CH:21][CH:20]=3)[N:18]=2)=[CH:7][N:6]=1)([CH3:4])([CH3:3])[CH3:2].[CH3:36][N:37]1[CH2:42][CH2:41][NH:40][CH2:39][CH2:38]1>>[C:1]([C:5]1[N:10]=[C:9]([O:11][CH2:12][CH3:13])[C:8]([C:14]2[N:15]([C:33]([N:40]3[CH2:41][CH2:42][N:37]([CH3:36])[CH2:38][CH2:39]3)=[O:34])[C@H:16]([C:26]3[CH:31]=[CH:30][C:29]([Cl:32])=[CH:28][CH:27]=3)[C@H:17]([C:19]3[CH:24]=[CH:23][C:22]([Cl:25])=[CH:21][CH:20]=3)[N:18]=2)=[CH:7][N:6]=1)([CH3:3])([CH3:2])[CH3:4]. Procedure: cis-4-[2-(2-tert-butyl-4-ethoxy-pyrimidin-5-yl)-4,5-bis-(4-chloro-phenyl)-4,5-dihydro-imidazole-1-carbonyl chloride (example 20) was reacted with 1-methyl-piperazine (Aldrich) to give cis-[2-(2-tert-butyl-4-ethoxy-pyrimidin-5-yl)-4,5-bis-(4-chloro-phenyl)-4,5-dihydro-imidazol-1-yl]-(4-methyl-piperazin-1-yl)-methanone in an analogous manner as described in example 1. HR-MS (ES, m/z) calculated for C32H37N6O2Cl2 [(M+H)+] 595.2350, observed 595.2351. Starting materials: C#CCC(C)CCOS(C)(=O)=O, CS(C)=O, Cl, N#CCS(=O)(=O)CCC(F)(F)F, [H-], [Na+]. Product: C#CCC(C)CCC(C#N)S(=O)(=O)CCC(F)(F)F. Reaction SMILES: [CH3:1][S:2]([O:3][CH2:6][CH2:7][CH:8]([CH2:9][C:10]#[CH:11])[CH3:12])(=[O:4])=[O:5].[CH3:28][S:29](=[O:30])[CH3:31].[ClH:27].[F:13][C:14]([CH2:15][CH2:16][S:17](=[O:18])(=[O:19])[CH2:20][C:21]#[N:22])([F:23])[F:24].[H-:25].[Na+:26]>>[CH2:6]([CH2:7][CH:8]([CH2:9][C:10]#[CH:11])[CH3:12])[CH:20]([S:17]([CH2:16][CH2:15][C:14]([F:13])([F:23])[F:24])(=[O:18])=[O:19])[C:21]#[N:22]. Starting materials: ClCCCCCBr, ClCCCCCCn1ccc2ccccc21. The product is ClCCCCCn1ccc2ccccc21. RXN SMILES: [Br:17][CH2:18][CH2:19][CH2:20][CH2:21][CH2:22][Cl:23].[Cl:1][CH2:2][CH2:3][CH2:4][CH2:5][CH2:6][CH2:7][n:8]1[cH:9][cH:10][c:11]2[cH:12][cH:13][cH:14][cH:15][c:16]12>>[CH2:3]([CH2:4][CH2:5][CH2:6][CH2:7][n:8]1[cH:9][cH:10][c:11]2[cH:12][cH:13][cH:14][cH:15][c:16]12)[Cl:23]. Starting materials: FC(C(=O)[O-])(C1=NC=C(C=C1)F)F.[Na+] (sodium 2,2-difluoro-2-(5-fluoropyridin-2-yl)acetate), NC1=C(C(=O)N)C=CC=C1Br (2-amino-3-bromobenzamide). Conditions: temperature 115 celsius. Yields the product FC(C1=NC2=C(C=CC=C2C(N1)=O)Br)(C1=NC=C(C=C1)F)F (2-[difluoro-(5-fluoro-pyridin-2-yl)-methyl]-8-bromo-3H-quinazolin-4-one). Yield: 27.0%. RXN SMILES: [F:1][C:2]([F:13])([C:6]1[CH:11]=[CH:10][C:9]([F:12])=[CH:8][N:7]=1)[C:3]([O-])=O.[Na+].[NH2:15][C:16]1[C:24]([Br:25])=[CH:23][CH:22]=[CH:21][C:17]=1[C:18]([NH2:20])=[O:19]>>[F:1][C:2]([F:13])([C:6]1[CH:11]=[CH:10][C:9]([F:12])=[CH:8][N:7]=1)[C:3]1[NH:20][C:18](=[O:19])[C:17]2[C:16](=[C:24]([Br:25])[CH:23]=[CH:22][CH:21]=2)[N:15]=1 |f:0.1|. Procedure: Sodium 2,2-difluoro-2-(5-fluoropyridin-2-yl)acetate from Example 2 Step B (0.49 g, 2.3 mmol) and 2-amino-3-bromobenzamide (0.42 g, 1.9 mmol) were combined in trimethylsilylpolyphosphate (4.3 mL) at rt and the mixture was heated at 115° C. for 20 h with vigorous stirring. The mixture was allowed to cool to rt and then was partitioned between water (15 mL) and ethyl acetate (15 mL). The organic layer was separated and the aqueous layer (pH˜1) was extracted with ethyl acetate (3×30 mL). The combine... The reactants are NCC1CCN(C(=O)OCc2ccccc2)CC1, Clc1ncnc2[nH]ccc12. Yields the product O=C(OCc1ccccc1)N1CCC(CNc2ncnc3[nH]ccc23)CC1. As a reaction SMILES: [CH2:1]([c:2]1[cH:3][cH:4][cH:5][cH:6][cH:7]1)[O:8][C:9](=[O:10])[N:11]1[CH2:12][CH2:13][CH:14]([CH2:17][NH2:18])[CH2:15][CH2:16]1.[Cl:19][c:20]1[c:21]2[c:22]([n:23][cH:24][n:25]1)[nH:26][cH:27][cH:28]2>>[CH2:1]([c:2]1[cH:3][cH:4][cH:5][cH:6][cH:7]1)[O:8][C:9](=[O:10])[N:11]1[CH2:12][CH2:13][CH:14]([CH2:17][NH:18][c:20]2[c:21]3[c:22]([n:23][cH:24][n:25]2)[nH:26][cH:27][cH:28]3)[CH2:15][CH2:16]1.